This data is from the Open Reaction Database (ORD), a public repository of structured organic reaction records. The task is: describe an organic reaction: reactants, conditions, products, and yield The reactants are FC1=CC=C(C=C1)C(O)(C1CCNCC1)C1=CC=C(C=C1)F (α,α-bis(p-fluorophenyl)-4-piperidinemethanol), ClCCCOC1=CC2=C(C=CC(O2)=O)C=C1 (7-(3-chloropropoxy)2H-1-benzopyran-2-one), C([O-])([O-])=O.[Na+].[Na+] (sodium carbonate), [I-].[K+] (potassium iodide). Solvent: C(CCC)O (1-butanol). Yields the product FC1=CC=C(C=C1)C(C1CCN(CC1)CCCOC1=CC2=C(C=CC(O2)=O)C=C1)(O)C1=CC=C(C=C1)F (7-[3-[4-[Bis(4-fluorophenyl)hydroxymethyl]-1-piperidinyl]propoxy]-2H-1-benzopyran-2-one). Yield: 71.2%. RXN SMILES: [F:1][C:2]1[CH:7]=[CH:6][C:5]([C:8]([C:16]2[CH:21]=[CH:20][C:19]([F:22])=[CH:18][CH:17]=2)([CH:10]2[CH2:15][CH2:14][NH:13][CH2:12][CH2:11]2)[OH:9])=[CH:4][CH:3]=1.Cl[CH2:24][CH2:25][CH2:26][O:27][C:28]1[CH:38]=[CH:37][C:31]2[CH:32]=[CH:33][C:34](=[O:36])[O:35][C:30]=2[CH:29]=1.C(=O)([O-])[O-].[Na+].[Na+].[I-].[K+]>C(O)CCC>[F:1][C:2]1[CH:7]=[CH:6][C:5]([C:8]([C:16]2[CH:17]=[CH:18][C:19]([F:22])=[CH:20][CH:21]=2)([OH:9])[CH:10]2[CH2:11][CH2:12][N:13]([CH2:24][CH2:25][CH2:26][O:27][C:28]3[CH:38]=[CH:37][C:31]4[CH:32]=[CH:33][C:34](=[O:36])[O:35][C:30]=4[CH:29]=3)[CH2:14][CH2:15]2)=[CH:4][CH:3]=1 |f:2.3.4,5.6|. Reported procedure: This compound was prepared according to the procedure of Example 1. A mixture of 3.0 g (0.01 mole) of α,α-bis(p-fluorophenyl)-4-piperidinemethanol, 2.4 g (0.01 mole of 7-(3-chloropropoxy)2H-1-benzopyran-2-one, 5.3 g (0.05 mole) of anhydrous sodium carbonate and 0.3 g of potassium iodide in 100 ml of 1-butanol gave 3.6 g (71%) of pale yellow crystals, m.p. 99°-120° C. with decomposition. The reactants are N1(C=NC=C1)C=1C=C(C=C(C1)C(F)(F)F)NC(C1=CC(=C(C=C1)C)I)=O (N-(3-(1H-imidazol-1-yl)-5-(trifluoromethyl)phenyl)-3-iodo-4-methylbenzamide), C(#C)C1=CN=C2N1C=CC=C2 (3-ethynylimidazo[1,2-a]pyridine). The product is N1(C=NC=C1)C=1C=C(C=C(C1)C(F)(F)F)NC(C1=CC(=C(C=C1)C)C#CC1=CN=C2N1C=CC=C2)=O (N-(3-(1H-imidazol-1-yl)-5-(trifluoromethyl)phenyl)-3-(imidazo[1,2-a]pyridin-3-ylethynyl)-4-methylbenzamide). Reaction SMILES: [N:1]1([C:6]2[CH:7]=[C:8]([NH:16][C:17](=[O:26])[C:18]3[CH:23]=[CH:22][C:21]([CH3:24])=[C:20](I)[CH:19]=3)[CH:9]=[C:10]([C:12]([F:15])([F:14])[F:13])[CH:11]=2)[CH:5]=[CH:4][N:3]=[CH:2]1.[C:27]([C:29]1[N:33]2[CH:34]=[CH:35][CH:36]=[CH:37][C:32]2=[N:31][CH:30]=1)#[CH:28]>>[N:1]1([C:6]2[CH:7]=[C:8]([NH:16][C:17](=[O:26])[C:18]3[CH:23]=[CH:22][C:21]([CH3:24])=[C:20]([C:28]#[C:27][C:29]4[N:33]5[CH:34]=[CH:35][CH:36]=[CH:37][C:32]5=[N:31][CH:30]=4)[CH:19]=3)[CH:9]=[C:10]([C:12]([F:15])([F:14])[F:13])[CH:11]=2)[CH:5]=[CH:4][N:3]=[CH:2]1. Procedure details: The titled compound was made as for example 1 using N-(3-(1H-imidazol-1-yl)-5-(trifluoromethyl)phenyl)-3-iodo-4-methylbenzamide and 3-ethynylimidazo[1,2-a]pyridine: MS (M+H)+ 486. The titled compound can also be prepared according to the alternative synthesis described in example 1 from 3-(imidazo[1,2-a]pyridin-3-ylethynyl)-4-methylbenzoic acid and 3-(1H-imidazol-1-yl)-5-(trifluoromethyl)aniline (as prepared in Example 1). The 3-(imidazo[1,2-a]pyridin-3-ylethynyl)-4-methylbenzoic acid is prepare... The reactants are C(C)(C)(C)OC(NCC=1SC(=NN1)C1=CC=C(C=C1)O)=O (tert-butyl((5-(4-hydroxyphenyl)-1,3,4-thiadiazol-2-yl)methyl)carbamate), C([O-])([O-])=O.[K+].[K+] (potassium carbonate), FC=1C=C(CBr)C=CC1 (3-fluorobenzylbromide). Solvent: CN(C=O)C (dimethylformamide). Run at time 8 hour. Yields the product C(C)(C)(C)OC(NCC=1SC(=NN1)C1=CC=C(C=C1)OCC1=CC(=CC=C1)F)=O (tert-butyl((5-(4-((3-fluorobenzyl)oxy)phenyl)-1,3,4-thiadiazol-2-yl)methyl)carbamate). As a reaction SMILES: [C:1]([O:5][C:6](=[O:21])[NH:7][CH2:8][C:9]1[S:10][C:11]([C:14]2[CH:19]=[CH:18][C:17]([OH:20])=[CH:16][CH:15]=2)=[N:12][N:13]=1)([CH3:4])([CH3:3])[CH3:2].C(=O)([O-])[O-].[K+].[K+].[F:28][C:29]1[CH:30]=[C:31]([CH:34]=[CH:35][CH:36]=1)[CH2:32]Br>CN(C)C=O>[C:1]([O:5][C:6](=[O:21])[NH:7][CH2:8][C:9]1[S:10][C:11]([C:14]2[CH:15]=[CH:16][C:17]([O:20][CH2:32][C:31]3[CH:34]=[CH:35][CH:36]=[C:29]([F:28])[CH:30]=3)=[CH:18][CH:19]=2)=[N:12][N:13]=1)([CH3:4])([CH3:2])[CH3:3] |f:1.2.3|. Reported procedure: A solution of 4-(5-(aminomethyl)-1,3,4-thiadiazol-2-yl)phenol (1 g, 3.5 mmol) in methanol (9 mL) containing NaHCO3 (1.2 g, 13.9 mmol) and di-t-butyldicarbonate (Boc2O; 1.5 g, 7.0 mmol) was stirred for 5 h. The resulting mixture was filtered and the filtrate concentrated. The residue was dissolved in CH2Cl2 (48 mL) and treated with 0.5 M NaOCH3 in methanol (8.3 mL). After stirring at room temperature for 1 h, the volatiles were removed under vacuum to yield tert-butyl ((5-(4-hydroxyphenyl)-1,3,4-... The reactants are Br.Br.OC1=C(C=C(C=C1C)N1CCNCC1)C (1-(4-hydroxy-3,5-dimethylphenyl)piperazine dihydrobromide), ClC1=NC=C(C=C1)C(F)(F)F (2-chloro-5-trifluoromethylpyridine), C(=O)([O-])[O-].[K+].[K+] (K2CO3). Run in CN(C)C=O (DMF). Reaction conditions: temperature 90 celsius, time 3.5 hour. Product: OC1=C(C=C(C=C1C)N1CCN(CC1)C1=NC=C(C=C1)C(F)(F)F)C (1-(4-hydroxy-3,5-dimethylphenyl)-4-(5-trifluoromethylpyrid-2-yl)piperazine). Yield: 58.8%. RXN SMILES: Br.Br.[OH:3][C:4]1[C:9]([CH3:10])=[CH:8][C:7]([N:11]2[CH2:16][CH2:15][NH:14][CH2:13][CH2:12]2)=[CH:6][C:5]=1[CH3:17].Cl[C:19]1[CH:24]=[CH:23][C:22]([C:25]([F:28])([F:27])[F:26])=[CH:21][N:20]=1.C([O-])([O-])=O.[K+].[K+]>CN(C=O)C>[OH:3][C:4]1[C:5]([CH3:17])=[CH:6][C:7]([N:11]2[CH2:12][CH2:13][N:14]([C:19]3[CH:24]=[CH:23][C:22]([C:25]([F:28])([F:27])[F:26])=[CH:21][N:20]=3)[CH2:15][CH2:16]2)=[CH:8][C:9]=1[CH3:10] |f:0.1.2,4.5.6|. Procedure: 2.21 g (6 mmol) of 1-(4-hydroxy-3,5-dimethylphenyl)piperazine dihydrobromide, 1.14 g (6.25 mmol) of 2-chloro-5-trifluoromethylpyridine and 1.245 g (9 mmol) of K2CO3 in 27 ml of absolute DMF were reacted by the same procedure as described in Example 20. The mixture was subsequently stirred for 3.5 hours at 90° C. After evaporation of the DMF, the residue was mixed with water, and the oily crystalline material produced during this was filtered off under suction, dissolved in methanol and clarified...